Dataset: the Open Reaction Database (ORD), a public repository of structured organic reaction records. Task: describe an organic reaction: reactants, conditions, products, and yield Starting materials: Cc1ccc(C(C)(C)C)cc1N, O=C([O-])[O-], CCC(C)(C)O, CC(C)c1cc(C(C)C)c(-c2ccccc2P(C2CCCCC2)C2CCCCC2)c(C(C)C)c1, CN(C)C(=O)c1cc(Cl)nc(N2CCC(n3ccnc3)CC2)c1, [K+], [K+], N#N, O=C(C=Cc1ccccc1)C=Cc1ccccc1, O=C(C=Cc1ccccc1)C=Cc1ccccc1, O=C(C=Cc1ccccc1)C=Cc1ccccc1, [Pd], [Pd]. Product: Cc1ccc(C(C)(C)C)cc1Nc1cc(C(=O)N(C)C)cc(N2CCC(n3ccnc3)CC2)n1. Reaction SMILES: [C:24]([CH3:25])([CH3:26])([CH3:27])[c:28]1[cH:29][cH:30][c:31]([CH3:35])[c:32]([NH2:33])[cH:34]1.[C:70](=[O:71])([O-:72])[O-:73].[C:78]([OH:79])([CH2:80][CH3:81])([CH3:82])[CH3:83].[CH:36]1([P:37]([CH:38]2[CH2:39][CH2:40][CH2:41][CH2:42][CH2:43]2)[c:44]2[cH:45][cH:46][cH:47][cH:48][c:49]2-[c:50]2[c:51]([CH:52]([CH3:53])[CH3:54])[cH:55][c:56]([CH:57]([CH3:58])[CH3:59])[cH:60][c:61]2[CH:62]([CH3:63])[CH3:64])[CH2:65][CH2:66][CH2:67][CH2:68][CH2:69]1.[Cl:1][c:2]1[cH:3][c:4]([C:5](=[O:6])[N:7]([CH3:8])[CH3:9])[cH:10][c:11]([N:13]2[CH2:14][CH2:15][CH:16]([n:19]3[cH:20][n:21][cH:22][cH:23]3)[CH2:17][CH2:18]2)[n:12]1.[K+:74].[K+:75].[N:76]#[N:77].[O:104]=[C:105]([CH:106]=[CH:107][c:108]1[cH:109][cH:110][cH:111][cH:112][cH:113]1)[CH:114]=[CH:115][c:116]1[cH:117][cH:118][cH:119][cH:120][cH:121]1.[O:122]=[C:123]([CH:124]=[CH:125][c:126]1[cH:127][cH:128][cH:129][cH:130][cH:131]1)[CH:132]=[CH:133][c:134]1[cH:135][cH:136][cH:137][cH:138][cH:139]1.[O:86]=[C:87]([CH:88]=[CH:89][c:90]1[cH:91][cH:92][cH:93][cH:94][cH:95]1)[CH:96]=[CH:97][c:98]1[cH:99][cH:100][cH:101][cH:102][cH:103]1.[Pd:84].[Pd:85]>>[c:2]1([NH:33][c:32]2[c:31]([CH3:35])[cH:30][cH:29][c:28]([C:24]([CH3:25])([CH3:26])[CH3:27])[cH:34]2)[cH:3][c:4]([C:5](=[O:6])[N:7]([CH3:8])[CH3:9])[cH:10][c:11]([N:13]2[CH2:14][CH2:15][CH:16]([n:19]3[cH:20][n:21][cH:22][cH:23]3)[CH2:17][CH2:18]2)[n:12]1. The reactants are CC(C)CC(N)C(=O)NC(C=O)CC(=NNC(N)=O)OC(C)(C)C, CCN=C=NC(N)CC(C)C, Cl, O, Oc1cccc2[nH]nnc12, O=C(O)CNc1cccc2ccccc12. Yields the product CC(C)CC(NC(=O)CNc1cccc2ccccc12)C(=O)NC(C=O)CC(=NNC(N)=O)OC(C)(C)C. As a reaction SMILES: [C:16]([CH3:17])([CH3:18])([CH3:19])[O:20][C:21]([CH2:22][CH:23]([CH:24]=[O:25])[NH:26][C:27]([CH:28]([NH2:29])[CH2:30][CH:31]([CH3:32])[CH3:33])=[O:34])=[N:35][NH:36][C:37]([NH2:38])=[O:39].[CH2:52]([N:53]=[C:54]=[N:55][CH:56]([NH2:57])[CH2:58][CH:59]([CH3:60])[CH3:61])[CH3:62].[ClH:51].[OH2:40].[OH:41][c:42]1[c:43]2[n:44][n:45][nH:46][c:47]2[cH:48][cH:49][cH:50]1.[c:1]1([NH:11][CH2:12][C:13](=[O:14])[OH:15])[cH:2][cH:3][cH:4][c:5]2[cH:6][cH:7][cH:8][cH:9][c:10]12>>[c:1]1([NH:11][CH2:12][C:13](=[O:15])[NH:29][CH:28]([C:27]([NH:26][CH:23]([CH2:22][C:21]([O:20][C:16]([CH3:17])([CH3:18])[CH3:19])=[N:35][NH:36][C:37]([NH2:38])=[O:39])[CH:24]=[O:25])=[O:34])[CH2:30][CH:31]([CH3:32])[CH3:33])[cH:2][cH:3][cH:4][c:5]2[cH:6][cH:7][cH:8][cH:9][c:10]12. The reactants are IC1=CC=C(OC2CCC(CC2)C(=O)N2CCN(CC2)C(C)C)C=C1 ([4-(4-iodo-phenoxy)-cyclohexyl]-(4-isopropyl-piperazin-1-yl)-methanone), N1C(CCCC1)=O (2-piperidone), C([O-])([O-])=O.[K+].[K+] (potassium carbonate). The reagents and catalysts are [Cu] (copper). Solvent: CCOC(=O)C (AcOEt). The product is C(C)(C)N1CCN(CC1)C(=O)[C@@H]1CC[C@H](CC1)OC1=CC=C(C=C1)N1C(CCCC1)=O (trans-1-{4-[4-(4-Isopropyl-piperazine-1-carbonyl)-cyclohexyloxy]-phenyl}-piperidin-2-one). Isolated yield 46.8%. As a reaction SMILES: I[C:2]1[CH:25]=[CH:24][C:5]([O:6][CH:7]2[CH2:12][CH2:11][CH:10]([C:13]([N:15]3[CH2:20][CH2:19][N:18]([CH:21]([CH3:23])[CH3:22])[CH2:17][CH2:16]3)=[O:14])[CH2:9][CH2:8]2)=[CH:4][CH:3]=1.[NH:26]1[CH2:31][CH2:30][CH2:29][CH2:28][C:27]1=[O:32].C(=O)([O-])[O-].[K+].[K+]>CCOC(C)=O.[Cu]>[CH:21]([N:18]1[CH2:19][CH2:20][N:15]([C:13]([C@H:10]2[CH2:11][CH2:12][C@H:7]([O:6][C:5]3[CH:24]=[CH:25][C:2]([N:26]4[CH2:31][CH2:30][CH2:29][CH2:28][C:27]4=[O:32])=[CH:3][CH:4]=3)[CH2:8][CH2:9]2)=[O:14])[CH2:16][CH2:17]1)([CH3:23])[CH3:22] |f:2.3.4|. Procedure: To a mixture of 1.04 g (4.09 mmol) of cis-(4-isopropyl-piperazin-1-yl)-(4-hydroxy-cyclohexyl)-methanone, 1.50 g (6.82 mmol) of 4-iodephenol, 1.25 g (4.77 mmol) of triphenylphisphine in 5 ml THF, 1.1 g (4.78 mmol) of di-tert-butyl azodicarboxylate was added at 0° C., and stirred for 12 h at room temperature. After evaporation, the residue was purified by column chromatography on silica gel eluting with cyclohexane and ethyl acetate=from 100:0 to 2:1. The combined product fractions were evaporated... Reactants: [Li]CCCC, C1CCOC1, CCCCCC, CC(=O)Cl, [Cl-], [NH4+], O=C1NC(c2ccccc2)CO1. The product is CC(=O)N1C(=O)OCC1c1ccccc1. Reaction SMILES: [CH2:13]([Li:14])[CH2:15][CH2:16][CH3:17].[CH2:30]1[O:31][CH2:32][CH2:33][CH2:34]1.[CH3:18][CH2:19][CH2:20][CH2:21][CH2:22][CH3:23].[CH3:24][C:25]([Cl:26])=[O:27].[Cl-:28].[NH4+:29].[c:1]1([CH:7]2[NH:8][C:9](=[O:12])[O:10][CH2:11]2)[cH:2][cH:3][cH:4][cH:5][cH:6]1>>[c:1]1([CH:7]2[N:8]([C:25]([CH3:24])=[O:27])[C:9](=[O:12])[O:10][CH2:11]2)[cH:2][cH:3][cH:4][cH:5][cH:6]1. The reactants are COCN (N-Methoxymethylamine), C(=O)([O-])[O-].[K+].[K+] (K2CO3), CN1CCOCC1 (NMM), C=1C=CC2=C(C1)N=NN2O (HOBT), CCN=C=NCCCN(C)C (EDCI), ClC=1C=C(C=CC1)SCC=1C(=NC=CC1)C(=O)O (3-[(3-chlorophenyl)thiomethyl]-2-pyridinecarboxylic acid). Solvent: C1CCOC1.O (THF water), O (water), C1CCOC1 (THF), CN(C)C=O (DMF). Conditions: time 30 minute. Yields the product CON(C(=O)C1=NC=CC=C1)C (N-methoxy-N-methyl-2-pyridinecarboxamide). As a reaction SMILES: CO[CH2:3][NH2:4].[C:5]([O-])([O-])=[O:6].[K+].[K+].ClC1C=C(SC[C:20]2[C:21]([C:26]([OH:28])=O)=[N:22][CH:23]=[CH:24][CH:25]=2)C=CC=1.CN1CCOCC1.C1C=CC2N(O)N=NC=2C=1.CCN=C=NCCCN(C)C>C1COCC1.O.C1COCC1.O.CN(C=O)C>[CH3:5][O:6][N:4]([CH3:3])[C:26]([C:21]1[CH:20]=[CH:25][CH:24]=[CH:23][N:22]=1)=[O:28] |f:1.2.3,8.9|. Procedure details: N-Methoxymethylamine (1.05 g) was dissolved in THF-water (25:1, 5 ml) with anhydrous K2CO3 (1.5 g), and the solution was stirred at room temperature for 30 minutes. It was then transferred by syringe into a flask containing 3-[(3-chlorophenyl)thiomethyl]-2-pyridinecarboxylic acid (2.0 g, 7.16 mmol) in a mixture of THF (3 ml), DMF (2 ml) and NMM (0.5 ml). HOBT (180 mg, 1.33 mmol) and EDCI (255 mg, 1.33 mmol) were added at 0° C. and the mixture was then stirred 28 hours at room temperature. The re...